This data is from the Open Reaction Database (ORD), a public repository of structured organic reaction records. The task is: describe an organic reaction: reactants, conditions, products, and yield The reactants are NCCc1ccc(Br)cc1Cl, CCN=C=NCCCN(C)C, CN(C)C=O, CCOC(=O)C1CCOc2cc(Oc3ccc(C(=O)O)cc3)c(Cl)cc21, Cl, O, O, On1nnc2ccccc21. The product is CCOC(=O)C1CCOc2cc(Oc3ccc(C(=O)NCCc4ccc(Br)cc4Cl)cc3)c(Cl)cc21. RXN SMILES: [Br:38][c:39]1[cH:40][c:41]([Cl:48])[c:42]([CH2:45][CH2:46][NH2:47])[cH:43][cH:44]1.[CH2:50]([N:51]=[C:52]=[N:53][CH2:54][CH2:55][CH2:56][N:57]([CH3:58])[CH3:59])[CH3:60].[CH3:61][N:62]([CH3:63])[CH:64]=[O:65].[Cl:1][c:2]1[cH:3][c:4]2[c:9]([cH:10][c:11]1[O:12][c:13]1[cH:14][cH:15][c:16]([C:17](=[O:18])[OH:19])[cH:20][cH:21]1)[O:8][CH2:7][CH2:6][CH:5]2[C:22](=[O:23])[O:24][CH2:25][CH3:26].[ClH:49].[OH2:27].[OH2:66].[OH:28][n:29]1[c:30]2[cH:31][cH:32][cH:33][cH:34][c:35]2[n:36][n:37]1>>[Cl:1][c:2]1[cH:3][c:4]2[c:9]([cH:10][c:11]1[O:12][c:13]1[cH:14][cH:15][c:16]([C:17](=[O:19])[NH:47][CH2:46][CH2:45][c:42]3[c:41]([Cl:48])[cH:40][c:39]([Br:38])[cH:44][cH:43]3)[cH:20][cH:21]1)[O:8][CH2:7][CH2:6][CH:5]2[C:22](=[O:23])[O:24][CH2:25][CH3:26]. The reactants are O=C(O)C=Cc1ccccc1F, CC(N)c1cccc(-n2ccnc2)c1. Yields the product CC(NC(=O)C=Cc1ccccc1F)c1cccc(-n2ccnc2)c1. Reaction SMILES: [F:1][c:2]1[c:3]([CH:4]=[CH:5][C:6](=[O:7])[OH:8])[cH:9][cH:10][cH:11][cH:12]1.[n:13]1(-[c:18]2[cH:19][c:20]([CH:24]([CH3:25])[NH2:26])[cH:21][cH:22][cH:23]2)[cH:14][n:15][cH:16][cH:17]1>>[F:1][c:2]1[c:3]([CH:4]=[CH:5][C:6](=[O:8])[NH:26][CH:24]([c:20]2[cH:19][c:18](-[n:13]3[cH:14][n:15][cH:16][cH:17]3)[cH:23][cH:22][cH:21]2)[CH3:25])[cH:9][cH:10][cH:11][cH:12]1. The reactants are NC1=C(NC2=CC(=CC=C12)Cl)C(C1=CC(=CC=C1)Cl)=O (3-amino-6-chloro-2-(3-chlorobenzoyl)indole), C(CCCC)(=O)Cl (valeryl chloride). Yields the product ClC1=CC=C2C(=C(NC2=C1)C(C1=CC(=CC=C1)Cl)=O)NC(CCCC)=O (6-Chloro-2-(3-chlorobenzoyl)-3-(valerylamino)indole). Reaction SMILES: [NH2:1][C:2]1[C:10]2[C:5](=[CH:6][C:7]([Cl:11])=[CH:8][CH:9]=2)[NH:4][C:3]=1[C:12](=[O:20])[C:13]1[CH:18]=[CH:17][CH:16]=[C:15]([Cl:19])[CH:14]=1.[C:21](Cl)(=[O:26])[CH2:22][CH2:23][CH2:24][CH3:25]>>[Cl:11][C:7]1[CH:6]=[C:5]2[C:10]([C:2]([NH:1][C:21](=[O:26])[CH2:22][CH2:23][CH2:24][CH3:25])=[C:3]([C:12](=[O:20])[C:13]3[CH:18]=[CH:17][CH:16]=[C:15]([Cl:19])[CH:14]=3)[NH:4]2)=[CH:9][CH:8]=1. Reported procedure: The title compound was prepared according to the procedure described in Example 19 employing 3-amino-6-chloro-2-(3-chlorobenzoyl)indole (Example 30) and valeryl chloride. m.p.: 159-160° C. 1H-NMR (CDCl3) δ: 9.94 (1H, br s), 8.28 (1H, d, J=9.2 Hz), 8.19 (1H, br s), 7.77 (1H, t, J=1.8 Hz), 7.70-7.58 (2H, m), 7.51 (1H, t, J=7.7 Hz), 7.31 (1H, d, J=1.8 Hz), 7.11 (1H, dd, J=1.8, 8.8 Hz), 2.49 (2H, t, J=7.3 Hz), 1.81-1.70 (2H, m), 1.51-1.37 (2H, m), 0.97 (3H, t, J=7.3 Hz) Starting materials: C1(=CC=CC=C1)N1CCN(CC1)CCC1=C(C=CC=C1)[N+](=O)[O-] (2-(4-phenylpiperazinylethyl)nitrobenzene). The solvent is C(C)OCC (ethyl ether), petroleum ether. Yields the product C1(=CC=CC=C1)N1CCN(CC1)CCC1=C(N)C=CC=C1 (2-(4-phenylpiperazinylethyl)aniline). As a reaction SMILES: [C:1]1([N:7]2[CH2:12][CH2:11][N:10]([CH2:13][CH2:14][C:15]3[CH:20]=[CH:19][CH:18]=[CH:17][C:16]=3[N+:21]([O-])=O)[CH2:9][CH2:8]2)[CH:6]=[CH:5][CH:4]=[CH:3][CH:2]=1>C(OCC)C>[C:1]1([N:7]2[CH2:8][CH2:9][N:10]([CH2:13][CH2:14][C:15]3[CH:20]=[CH:19][CH:18]=[CH:17][C:16]=3[NH2:21])[CH2:11][CH2:12]2)[CH:6]=[CH:5][CH:4]=[CH:3][CH:2]=1. Procedure: The 2-(4-phenylpiperazinylethyl)aniline was isolated by crystallization of the evaporation residue dissolved in a mixture of ethyl ether and petroleum ether. Melting point was 103° C. Starting materials: [Li+].CC(C)[N-]C(C)C (LDA), BrC=1C=C(C=CC1)C1C(=C(NC(N1)=O)C)C#N (6-(3-bromophenyl)-5-cyano-3,6-dihydro-4-methyl-2-oxo-(2H)-pyrimidine), ClC(=O)OCC (ethyl chloroformate). Run in C1CCOC1 (THF). Reaction conditions: temperature -20 celsius, time 0.5 hour. Yields the product BrC=1C=C(C=CC1)C1C(=C(NC(N1C(=O)OCC)=O)C)C#N (6-(3-Bromophenyl)-5-cyano-3,6-dihydro-4-methyl-2-oxo-1-(2H)-pyrimidinecarboxylic acid, 1-ethyl ester). Reaction SMILES: [Br:1][C:2]1[CH:3]=[C:4]([CH:8]2[NH:13][C:12](=[O:14])[NH:11][C:10]([CH3:15])=[C:9]2[C:16]#[N:17])[CH:5]=[CH:6][CH:7]=1.[Li+].CC([N-]C(C)C)C.Cl[C:27]([O:29][CH2:30][CH3:31])=[O:28]>C1COCC1>[Br:1][C:2]1[CH:3]=[C:4]([CH:8]2[N:13]([C:27]([O:29][CH2:30][CH3:31])=[O:28])[C:12](=[O:14])[NH:11][C:10]([CH3:15])=[C:9]2[C:16]#[N:17])[CH:5]=[CH:6][CH:7]=1 |f:1.2|. Reported procedure: To a solution of 6-(3-bromophenyl)-5-cyano-3,6-dihydro-4-methyl-2-oxo-(2H)-pyrimidine (0.29 g, 1 mmol) in THF (5 mL) chilled to −78° C. was added LDA (0.55 mL, 1.1 mmol, 2.0 M in THF). The resulting yellow suspension was stirred for 0.5 h, warmed to −20° C. for 0.5 h and recooled to −78° C.; then ethyl chloroformate (0.14 mL, 1.5 mmol) was added via syringe. The reaction mixture was stirred for 20 min, warmed to room temperature and quenched with EtOAc. This mixture was washed with aqueous NaHCO... The reactants are CC1CN(C(=O)OC(C)(C)C)CC2Cc3ccc(C(=O)O)cc3N12, CCCCN, CCN1CCOCC1, ClCCl, Cl. The product is CCCCNC(=O)c1ccc2c(c1)N1C(C)CN(C(=O)OC(C)(C)C)CC1C2. Reaction SMILES: [C:1]([CH3:2])([CH3:3])([CH3:4])[O:5][C:6](=[O:7])[N:8]1[CH2:9][CH:10]2[N:11]([c:12]3[cH:13][c:14]([C:19](=[O:20])[OH:21])[cH:15][cH:16][c:17]3[CH2:18]2)[CH:22]([CH3:24])[CH2:23]1.[CH2:25]([CH2:26][CH2:27][CH3:28])[NH2:29].[CH2:30]([N:31]1[CH2:32][CH2:33][O:34][CH2:35][CH2:36]1)[CH3:37].[Cl:39][CH2:40][Cl:41].[ClH:38]>>[C:1]([CH3:2])([CH3:3])([CH3:4])[O:5][C:6](=[O:7])[N:8]1[CH2:9][CH:10]2[N:11]([c:12]3[cH:13][c:14]([C:19](=[O:21])[NH:29][CH2:25][CH2:26][CH2:27][CH3:28])[cH:15][cH:16][c:17]3[CH2:18]2)[CH:22]([CH3:24])[CH2:23]1.